describe an organic reaction: reactants, conditions, products, and yield From a dataset of the Open Reaction Database (ORD), a public repository of structured organic reaction records. Starting materials: F[C@@](C(=O)O)(CCCCCCCC)C(F)(F)F ((R)-(+)-2-fluoro-2-(trifluoromethyl)-decanoic acid), P(Cl)(Cl)(Cl)(Cl)Cl (phosphorus pentachloride). Conditions: time 30 minute. Yields the product F[C@@](C(=O)Cl)(CCCCCCCC)C(F)(F)F ((S)-(+)-2-fluoro-2-(trifluoromethyl)decanoyl chloride). Yield: 65.7%. Reaction SMILES: [F:1][C@:2]([C:14]([F:17])([F:16])[F:15])([CH2:6][CH2:7][CH2:8][CH2:9][CH2:10][CH2:11][CH2:12][CH3:13])[C:3](O)=[O:4].P(Cl)(Cl)(Cl)(Cl)[Cl:19]>>[F:1][C@:2]([C:14]([F:17])([F:16])[F:15])([CH2:6][CH2:7][CH2:8][CH2:9][CH2:10][CH2:11][CH2:12][CH3:13])[C:3]([Cl:19])=[O:4]. Reported procedure: 2.0 g (7.7 mmol) of (R)-(+)-2-fluoro-2-(trifluoromethyl)-decanoic acid was cooled with ice, and 1.8 g (8.5 mmol) of phosphorus pentachloride was added to the acid. The resulting mixture was stirred for 30 minutes while being cooled with ice, and then stirred at room temperature for 8 hours. Subsequently, the resulting reaction mixture was distilled under reduced pressure, thereby obtaining 1.4 g of (S)-(+)-2-fluoro-2-(trifluoromethyl)decanoyl chloride having the physical properties as mentioned ... Starting materials: NC1=CC=C(C=C1)NC(C(=O)N1CCC(CC1)CC1=CC=C(C=C1)F)=O (N-(4-Amino-phenyl)-2-[4-(4-fluoro-benzyl)-piperidin-1-yl]-2-oxo-acetamide), C(C1=CC=CC=C1)=O (benzaldehyde). Run in C(C)OCC (diethylether). Yields the product C(C1=CC=CC=C1)NC1=CC=C(C=C1)NC(C(=O)N1CCC(CC1)CC1=CC=C(C=C1)F)=O (N-(4-Benzylamino-phenyl)-2-[4-(4-fluoro-benzyl)-piperidin-1-yl]-2-oxo-acetamide). Reaction SMILES: [NH2:1][C:2]1[CH:7]=[CH:6][C:5]([NH:8][C:9](=[O:26])[C:10]([N:12]2[CH2:17][CH2:16][CH:15]([CH2:18][C:19]3[CH:24]=[CH:23][C:22]([F:25])=[CH:21][CH:20]=3)[CH2:14][CH2:13]2)=[O:11])=[CH:4][CH:3]=1.[CH:27](=O)[C:28]1[CH:33]=[CH:32][CH:31]=[CH:30][CH:29]=1>C(OCC)C>[CH2:27]([NH:1][C:2]1[CH:7]=[CH:6][C:5]([NH:8][C:9](=[O:26])[C:10]([N:12]2[CH2:17][CH2:16][CH:15]([CH2:18][C:19]3[CH:20]=[CH:21][C:22]([F:25])=[CH:23][CH:24]=3)[CH2:14][CH2:13]2)=[O:11])=[CH:4][CH:3]=1)[C:28]1[CH:33]=[CH:32][CH:31]=[CH:30][CH:29]=1. Procedure details: The title compound is prepared from N-(4-amino-phenyl)-2-[4-(4-fluoro-benzyl)-piperidin-1-yl]-2-oxo-acetamide (Example 104) and benzaldehyde according to the method described in Example 82. Melting Point: 145-148° C. (diethylether) Starting materials: C(C=C)NC1=NC(=NC2=CC=C(C=C12)[N+](=O)[O-])Cl (4-allylamino-2-chloro-6-nitroquinazoline), C(C(C)(C)C)N (neopentylamine), O (Water). Solvent: C(C)#N (acetonitrile). Reaction conditions: time 5 hour. Yields the product C(C=C)NC1=NC(=NC2=CC=C(C=C12)[N+](=O)[O-])NCC(C)(C)C (4-Allylamino-2-neopentylamino-6-nitroquinazoline). The yield is 71.8%. As a reaction SMILES: [CH2:1]([NH:4][C:5]1[C:14]2[C:9](=[CH:10][CH:11]=[C:12]([N+:15]([O-:17])=[O:16])[CH:13]=2)[N:8]=[C:7](Cl)[N:6]=1)[CH:2]=[CH2:3].[CH2:19]([NH2:24])[C:20]([CH3:23])([CH3:22])[CH3:21].O>C(#N)C>[CH2:1]([NH:4][C:5]1[C:14]2[C:9](=[CH:10][CH:11]=[C:12]([N+:15]([O-:17])=[O:16])[CH:13]=2)[N:8]=[C:7]([NH:24][CH2:19][C:20]([CH3:23])([CH3:22])[CH3:21])[N:6]=1)[CH:2]=[CH2:3]. Procedure: In 0.5 ml of acetonitrile were dissolved 250 mg (0.95 mmol) of 4-allylamino-2-chloro-6-nitroquinazoline and 740 mg (8.49 mmol) of neopentylamine, and the resulting solution was stirred at room temperature for 5 hours. Water was added to the reaction mixture, followed by extraction with ethyl acetate, washing with brine and drying over anhydrous sodium sulfate. After the solvent was distilled off, the residue was purified by a silica gel column to give 215 mg (yield: 72.2%) of the title compound. The reactants are C(CCC)[Li] (n-butyllithium), CCCCCC (hexane), C1(=CC=CC=C1)C1=CC(=CC1)C1=CC=CC=C1 (1,3-diphenylcyclopentadiene), [Cl-].[Cl-].[Cl-].[Cl-].[Zr+4] (zirconium tetrachloride), C1(=CC=CC=C1)C (toluene). Run in O1CCCC1 (tetrahydrofuran), O1CCCC1 (tetrahydrofuran). Conditions: temperature -20 celsius, time 2 hour. The product is [Cl-].[Cl-].C1(=CC=CC=C1)C1(C=C(C=C1)C1=CC=CC=C1)[Zr+2]C1(C=C(C=C1)C1=CC=CC=C1)C1=CC=CC=C1 (bis(1,3-diphenylcyclopentadienyl)zirconium dichloride). Reaction SMILES: [CH2:1]([Li])[CH2:2][CH2:3][CH3:4].[CH3:6][CH2:7][CH2:8][CH2:9][CH2:10][CH3:11].[C:12]1([C:18]2[CH2:22][CH:21]=[C:20]([C:23]3[CH:28]=[CH:27][CH:26]=[CH:25][CH:24]=3)[CH:19]=2)[CH:17]=[CH:16][CH:15]=[CH:14][CH:13]=1.[Cl-:29].[Cl-].[Cl-].[Cl-].[Zr+4:33].[C:34]1([CH3:40])[CH:39]=[CH:38][CH:37]=[CH:36][CH:35]=1>O1CCCC1>[Cl-:29].[Cl-:29].[C:8]1([C:2]2([Zr+2:33][C:20]3([C:23]4[CH:24]=[CH:25][CH:26]=[CH:27][CH:28]=4)[CH:21]=[CH:22][C:18]([C:12]4[CH:17]=[CH:16][CH:15]=[CH:14][CH:13]=4)=[CH:19]3)[CH:3]=[CH:4][C:40]([C:34]3[CH:39]=[CH:38][CH:37]=[CH:36][CH:35]=3)=[CH:1]2)[CH:7]=[CH:6][CH:11]=[CH:10][CH:9]=1 |f:3.4.5.6.7,10.11.12|. Procedure: A solution (1.4 ml) of n-butyllithium in hexane (1.6 mole/liter, 0.0023 mole n-butyllithium) at 80° C. was added slowly to 0.50 g (0.0023 mole) of 1,3-diphenylcyclopentadiene dissolved in 20 ml tetrahydrofuran. The mixture thus obtained was allowed to reach room temperature. A mixture of 0.268 g (0.00115 mole) of zirconium tetrachloride in 10 ml tetrahydrofuran was slowly added. After stirring the mixture for two hours, the solvents were evaporated. The solid material obtained was taken up in to... Starting materials: Cc1ccccc1, [H][H], N#Cc1ccc([N+](=O)[O-])cc1NC(=O)c1ccc(F)cc1, O. Yields the product N#Cc1ccc(N)cc1NC(=O)c1ccc(F)cc1. RXN SMILES: [CH3:24][c:25]1[cH:26][cH:27][cH:28][cH:29][cH:30]1.[H:22][H:23].[N+:1]([O-:2])(=[O:3])[c:4]1[cH:5][cH:6][c:7]([C:20]#[N:21])[c:8]([NH:10][C:11]([c:12]2[cH:13][cH:14][c:15]([F:18])[cH:16][cH:17]2)=[O:19])[cH:9]1.[OH2:31]>>[NH2:1][c:4]1[cH:5][cH:6][c:7]([C:20]#[N:21])[c:8]([NH:10][C:11]([c:12]2[cH:13][cH:14][c:15]([F:18])[cH:16][cH:17]2)=[O:19])[cH:9]1.